This data is from the Open Reaction Database (ORD), a public repository of structured organic reaction records. The task is: describe an organic reaction: reactants, conditions, products, and yield The solvent is CN(C)C=O (DMF), CN(C)C=O (DMF), CN(C)C=O (DMF). Yields the product [Na+].FC=1C=C(C=C(C1)F)NC(=O)N1N=C(C=C1)C1=C(C(=O)[O-])C=CC=N1 (2-[1-(3,5-difluorophenylaminocarbonyl)-pyrazol-3-yl]-nicotinic acid sodium salt). Procedure: 0.95 g (4.5 mM) of 2-(pyrazol-3-yl)-nicotinic acid sodium salt are stirred in 20 ml of DMF and 0.7 g (4.5 mM) of 3,5-difluorophenyl isocyanate added. After stirring for 1 hr at RT, a further 0.21 g of isocyanate in DMF are added. The DMF is stripped-off on a Kugelrohr and the resulting solid stirred with 4 ml water and filtered. The filtrate is chromatographed on a reverse phase column with 100 ml of water followed by 100 ml water-methanol. The product containing fraction was lypholized yield th... Reactants: [N-]=C=O (isocyanate), [Na+].N1N=C(C=C1)C1=C(C(=O)[O-])C=CC=N1 (2-(pyrazol-3-yl)-nicotinic acid sodium salt), FC=1C=C(C=C(C1)F)N=C=O (3,5-difluorophenyl isocyanate), O (water). Conditions: time 1 hour. RXN SMILES: [Na+:1].[NH:2]1[CH:6]=[CH:5][C:4]([C:7]2[N:15]=[CH:14][CH:13]=[CH:12][C:8]=2[C:9]([O-:11])=[O:10])=[N:3]1.[F:16][C:17]1[CH:18]=[C:19]([N:24]=[C:25]=[O:26])[CH:20]=[C:21]([F:23])[CH:22]=1.[N-]=C=O.O>CN(C=O)C>[Na+:1].[F:16][C:17]1[CH:18]=[C:19]([NH:24][C:25]([N:2]2[CH:6]=[CH:5][C:4]([C:7]3[N:15]=[CH:14][CH:13]=[CH:12][C:8]=3[C:9]([O-:11])=[O:10])=[N:3]2)=[O:26])[CH:20]=[C:21]([F:23])[CH:22]=1 |f:0.1,6.7|. The reactants are CC(=O)O[BH-](OC(C)=O)OC(C)=O, C=O, ClCCl, CC(=O)O, CO, CC(C)Oc1cc(OC2CCNCC2)c2c(Nc3c(Cl)ccc4c3OCO4)ncnc2c1, [Na+]. The product is CC(C)Oc1cc(OC2CCN(C)CC2)c2c(Nc3c(Cl)ccc4c3OCO4)ncnc2c1. RXN SMILES: [C:1]([O:2][BH-:3]([O:4][C:5](=[O:6])[CH3:7])[O:8][C:9](=[O:10])[CH3:11])(=[O:12])[CH3:13].[CH2:47]=[O:48].[CH2:55]([Cl:56])[Cl:57].[CH3:49][C:50](=[O:51])[OH:52].[CH3:53][OH:54].[Cl:15][c:16]1[cH:17][cH:18][c:19]2[c:20]([c:21]1[NH:22][c:23]1[n:24][cH:25][n:26][c:27]3[cH:28][c:29]([O:40][CH:41]([CH3:42])[CH3:43])[cH:30][c:31]([O:33][CH:34]4[CH2:35][CH2:36][NH:37][CH2:38][CH2:39]4)[c:32]13)[O:44][CH2:45][O:46]2.[Na+:14]>>[CH3:1][N:37]1[CH2:36][CH2:35][CH:34]([O:33][c:31]2[cH:30][c:29]([O:40][CH:41]([CH3:42])[CH3:43])[cH:28][c:27]3[n:26][cH:25][n:24][c:23]([NH:22][c:21]4[c:16]([Cl:15])[cH:17][cH:18][c:19]5[c:20]4[O:44][CH2:45][O:46]5)[c:32]32)[CH2:39][CH2:38]1. Yield: 67.5%. Yields the product C(C)OCCC(C(=O)OC(C)(C)C)CC1=CC=C(C=C1)[N+](=O)[O-] (t-butyl 2-(2-ethoxyethyl)-3-(4-nitrophenyl)propionate). As a reaction SMILES: C1(NC(C)C)CCCCC1.C([Li])CCC.[C:16]([O:20][C:21]([CH:23]([CH2:27][CH2:28][O:29][CH2:30][CH3:31])[C:24](O)=O)=[O:22])([CH3:19])([CH3:18])[CH3:17].[N+:32]([C:35]1[CH:42]=[CH:41][C:38](CBr)=[CH:37][CH:36]=1)([O-:34])=[O:33]>C1COCC1.CCCCCC.CN1CCCN(C)C1=O>[CH2:30]([O:29][CH2:28][CH2:27][CH:23]([CH2:24][C:38]1[CH:41]=[CH:42][C:35]([N+:32]([O-:34])=[O:33])=[CH:36][CH:37]=1)[C:21]([O:20][C:16]([CH3:19])([CH3:18])[CH3:17])=[O:22])[CH3:31]. The reactants are C1(CCCCC1)NC(C)C (cyclohexylisopropylamine), solution, C(CCC)[Li] (n-butyllithium), resultant solution, C(C)(C)(C)OC(=O)C(C(=O)O)CCOCC (2-t-butoxycarbonyl-4-ethoxybutyric acid), [N+](=O)([O-])C1=CC=C(CBr)C=C1 (4-nitrobenzyl bromide), resultant mixture. Procedure: To a solution of cyclohexylisopropylamine (1.42 ml) in dry THF (3 ml) at -76° C. under argon was added a 2.5M solution of n-butyllithium in hexane (3.5 ml). The resultant solution was stirred at -76° C. for 15 minutes before a solution of the product from step (b) (1 g) in dry THF (7 ml) was added dropwise. On completion of the addition, the reaction mixture was allowed to warm to 0° C. and stirred at that temperature for 15 minutes before a solution of 4-nitrobenzyl bromide (940 mg) in dry THF ... Run in C1CCOC1 (THF), CCCCCC (hexane), C1CCOC1 (THF), C1CCOC1 (THF), CN1C(N(CCC1)C)=O (1,3-dimethyl-3,4,5,6-tetrahydro-2(1H)-pyrimidinone). Conditions: temperature 0 celsius. Reactants: CCOC(C)=O, CO, Cc1noc(-c2cncc(C(=O)O)c2)n1, O, O=S(Cl)Cl. Yields the product COC(=O)c1cncc(-c2nc(C)no2)c1. Reaction SMILES: [CH3:20][CH2:21][O:22][C:23](=[O:24])[CH3:25].[CH3:27][OH:28].[CH3:5][c:6]1[n:7][o:8][c:9](-[c:11]2[cH:12][c:13]([C:17](=[O:18])[OH:19])[cH:14][n:15][cH:16]2)[n:10]1.[OH2:26].[S:1]([Cl:2])([Cl:3])=[O:4]>>[CH3:5][c:6]1[n:7][o:8][c:9](-[c:11]2[cH:12][c:13]([C:17](=[O:18])[O:19][CH3:20])[cH:14][n:15][cH:16]2)[n:10]1. Reactants: mixture, ( E )-, COC(C(C)(NC(=O)C1=C(C2=CC=CC=C2C=C1)C=CCCC1=CC=CC=C1)C)=O (2-methyl-2-{[1-(4-phenyl-but-1-enyl)-naphthalene-2-carbonyl]-amino}-propionic acid methyl ester), [OH-].[Na+] (sodium hydroxide). The solvent is CO (methanol), C1CCOC1 (THF). Product: CC(C(=O)O)(C)NC(=O)C1=C(C2=CC=CC=C2C=C1)C=CCCC1=CC=CC=C1 (2-Methyl-2-{[1-(4-phenyl-but-1-enyl)-naphthalene-2-carbonyl]-amino}-propionic acid). As a reaction SMILES: C[O:2][C:3](=[O:30])[C:4]([CH3:29])([NH:6][C:7]([C:9]1[CH:18]=[CH:17][C:16]2[C:11](=[CH:12][CH:13]=[CH:14][CH:15]=2)[C:10]=1[CH:19]=[CH:20][CH2:21][CH2:22][C:23]1[CH:28]=[CH:27][CH:26]=[CH:25][CH:24]=1)=[O:8])[CH3:5].[OH-].[Na+]>CO.C1COCC1>[CH3:29][C:4]([NH:6][C:7]([C:9]1[CH:18]=[CH:17][C:16]2[C:11](=[CH:12][CH:13]=[CH:14][CH:15]=2)[C:10]=1[CH:19]=[CH:20][CH2:21][CH2:22][C:23]1[CH:24]=[CH:25][CH:26]=[CH:27][CH:28]=1)=[O:8])([CH3:5])[C:3]([OH:30])=[O:2] |f:1.2|. Reported procedure: 80 mg of a mixture of the (E)- and (Z)-isomers of 2-methyl-2-{[1-(4-phenyl-but-1-enyl)-naphthalene-2-carbonyl]-amino}-propionic acid methyl ester were reacted with 0.5 ml of 2 M sodium hydroxide in 1 ml methanol and 2 ml THF for 15 min at 60° C. The organic solvents were removed in vacuo, the mixture was acidified with 2 M hydrochloric acid and extracted with ethyl acetate twice. The combined organic layers were washed with brine, dried over magnesium sulphate and concentrated to yield 75 mg of ...